From a dataset of the Open Reaction Database (ORD), a public repository of structured organic reaction records. describe an organic reaction: reactants, conditions, products, and yield Starting materials: CC(C)CS(=O)(=O)c1nc(C(=O)O)ccc1C1CC1, Cl, CC(C)CC(N)C(N)=O. Product: CC(C)CC(NC(=O)c1ccc(C2CC2)c(S(=O)(=O)CC(C)C)n1)C(N)=O. As a reaction SMILES: [CH:1]1([c:4]2[cH:5][cH:6][c:7]([C:17](=[O:18])[OH:19])[n:8][c:9]2[S:10](=[O:11])(=[O:12])[CH2:13][CH:14]([CH3:15])[CH3:16])[CH2:2][CH2:3]1.[ClH:20].[NH2:21][CH:22]([C:23](=[O:24])[NH2:25])[CH2:26][CH:27]([CH3:28])[CH3:29]>>[CH:1]1([c:4]2[cH:5][cH:6][c:7]([C:17](=[O:19])[NH:21][CH:22]([C:23](=[O:24])[NH2:25])[CH2:26][CH:27]([CH3:28])[CH3:29])[n:8][c:9]2[S:10](=[O:11])(=[O:12])[CH2:13][CH:14]([CH3:15])[CH3:16])[CH2:2][CH2:3]1.